Dataset: the Open Reaction Database (ORD), a public repository of structured organic reaction records. Task: describe an organic reaction: reactants, conditions, products, and yield Reactants: ice water, O[C@H]1[C@@H]([C@H](NC=2C=3N(C=CC12)C(=C(N3)C)C)C3=CC=CC=C3)O ((7R,8R,9R)-7,8-dihydroxy-2,3-dimethyl-9-phenyl-7,8,9,10-tetrahydroimidazo[1,2-h][1,7]naphthyridine), S(O)(O)(=O)=O (sulfuric acid), CSCCO (2-methylmercaptoethanol), [OH-].[Na+] (sodium hydroxide). The solvent is CN(C=O)C (dimethyl-formamide), O1CCOCC1 (dioxane). Run at time 3 hour. Yields the product CC=1N=C2N(C=CC=3[C@H]([C@@H]([C@H](NC23)C2=CC=CC=C2)O)OCCSC)C1C ((7R,8R,9R)-2,3-dimethyl-8-hydroxy-7-(2-methylthioethyloxy)-9-phenyl-7,8,9,10-tetrahydroimidazo[1,2-h][1,7]naphthyridine). Reaction SMILES: [OH:1][C@@H:2]1[C:11]2[CH:10]=[CH:9][N:8]3[C:12]([CH3:16])=[C:13]([CH3:15])[N:14]=[C:7]3[C:6]=2[NH:5][C@H:4]([C:17]2[CH:22]=[CH:21][CH:20]=[CH:19][CH:18]=2)[C@H:3]1[OH:23].S(=O)(=O)(O)O.[CH3:29][S:30][CH2:31][CH2:32]O.[OH-].[Na+]>O1CCOCC1.CN(C)C=O>[CH3:15][C:13]1[N:14]=[C:7]2[C:6]3[NH:5][C@H:4]([C:17]4[CH:18]=[CH:19][CH:20]=[CH:21][CH:22]=4)[C@@H:3]([OH:23])[C@H:2]([O:1][CH2:32][CH2:31][S:30][CH3:29])[C:11]=3[CH:10]=[CH:9][N:8]2[C:12]=1[CH3:16] |f:3.4|. Reported procedure: 1 g of (7R,8R,9R)-7,8-dihydroxy-2,3-dimethyl-9-phenyl-7,8,9,10-tetrahydroimidazo[1,2-h][1,7]naphthyridine, dissolved in 30 ml of dioxane and 5 ml of dimethyl-formamide, is admixed with 0.63 g of concentrated sulfuric acid and 1 g of 2-methylmercaptoethanol. The mixture is stirred at RT for 3 h, poured into ice-water (200 ml), adjusted to pH 8 using 2 N aqueous sodium hydroxide solution and extracted three times with methylene chloride. The solvent is stripped off under reduced pressure and the o... Reactants: CC(=O)[O-], CC(=O)[O-], CC(C)(C)[O-], Cc1ccccc1, COC(C)(C)C1CCN(Cc2nc3c(N4CCOCC4)nc(Cl)nc3n2C)CC1, Nc1ccccc1N, [Na+], [Pd+2]. Product: COC(C)(C)C1CCN(Cc2nc3c(N4CCOCC4)nc(Nc4ccccc4N)nc3n2C)CC1. Reaction SMILES: [C:51]([O-:52])(=[O:53])[CH3:54].[C:56]([O-:57])(=[O:58])[CH3:59].[CH3:38][C:39]([CH3:40])([O-:41])[CH3:42].[CH3:44][c:45]1[cH:46][cH:47][cH:48][cH:49][cH:50]1.[Cl:1][c:2]1[n:3][c:4]([N:24]2[CH2:25][CH2:26][O:27][CH2:28][CH2:29]2)[c:5]2[n:6][c:7]([CH2:12][N:13]3[CH2:14][CH2:15][CH:16]([C:19]([CH3:20])([CH3:21])[O:22][CH3:23])[CH2:17][CH2:18]3)[n:8]([CH3:11])[c:9]2[n:10]1.[NH2:30][c:31]1[cH:32][cH:33][cH:34][cH:35][c:36]1[NH2:37].[Na+:43].[Pd+2:55]>>[c:2]1([NH:30][c:31]2[cH:32][cH:33][cH:34][cH:35][c:36]2[NH2:37])[n:3][c:4]([N:24]2[CH2:25][CH2:26][O:27][CH2:28][CH2:29]2)[c:5]2[n:6][c:7]([CH2:12][N:13]3[CH2:14][CH2:15][CH:16]([C:19]([CH3:20])([CH3:21])[O:22][CH3:23])[CH2:17][CH2:18]3)[n:8]([CH3:11])[c:9]2[n:10]1. Reactants: CC(=O)O[BH-](OC(C)=O)OC(C)=O, CS(=O)(=O)N1CCC(=O)CC1, CC(=O)O, CNCc1cc2nc(Cl)nc(N3CCOCC3)c2s1, ClCCCl, ClCCl, [Na+]. The product is CN(Cc1cc2nc(Cl)nc(N3CCOCC3)c2s1)C1CCN(S(C)(=O)=O)CC1. RXN SMILES: [C:35]([O:36][BH-:37]([O:38][C:39](=[O:40])[CH3:41])[O:42][C:43](=[O:44])[CH3:45])(=[O:46])[CH3:47].[CH3:1][S:2](=[O:3])(=[O:4])[N:5]1[CH2:6][CH2:7][C:8](=[O:11])[CH2:9][CH2:10]1.[CH3:31][C:32](=[O:33])[OH:34].[Cl:12][c:13]1[n:14][c:15]2[c:16]([c:17]([N:19]3[CH2:20][CH2:21][O:22][CH2:23][CH2:24]3)[n:18]1)[s:25][c:26]([CH2:28][NH:29][CH3:30])[cH:27]2.[Cl:49][CH2:50][CH2:51][Cl:52].[Cl:53][CH2:54][Cl:55].[Na+:48]>>[CH3:1][S:2](=[O:3])(=[O:4])[N:5]1[CH2:6][CH2:7][CH:8]([N:29]([CH2:28][c:26]2[s:25][c:16]3[c:15]([n:14][c:13]([Cl:12])[n:18][c:17]3[N:19]3[CH2:20][CH2:21][O:22][CH2:23][CH2:24]3)[cH:27]2)[CH3:30])[CH2:9][CH2:10]1. The reactants are C(C1=CC=CC=C1)OC1=C2N(C(=NC1=O)CC1(CCCC1)C1=CC=CC3=CC=CC=C13)CCN(C2=O)C2CC2 (9-benzyloxy-2-cyclopropyl-6-(1-naphthalen-1-yl-cyclopentylmethyl)-3,4-dihydro-2H-pyrazino[1,2-c]pyrimidine-1,8-dione), OCCN(C(=O)C1=NC(=NC(=C1OCC1=CC=CC=C1)O)CC1(CCCC1)C1=CC=CC2=CC=CC=C12)C1CCOCC1 (5-benzyloxy-6-hydroxy-2-(1-naphthalen-1-yl-cyclopentylmethyl)-pyrimidine-4-carboxylic acid (2-hydroxyethyl)-(tetrahydro-pyran-4-yl)-amide). Yields the product C(C1=CC=CC=C1)OC1=C2N(C(=NC1=O)CC1(CCCC1)C1=CC=CC3=CC=CC=C13)CCN(C2=O)C2CCOCC2 (9-Benzyloxy-6-(1-naphthalen-1-yl-cyclopentylmethyl)-2-(tetrahydro-pyran-4-yl)-3,4-dihydro-2H-pyrazino[1,2-c]pyrimidine-1,8-dione). Reaction SMILES: C(OC1C(=O)N=C(CC2(C3C4C(=CC=CC=4)C=CC=3)CCCC2)N2CCN(C3CC3)C(=O)C=12)C1C=CC=CC=1.O[CH2:41][CH2:42][N:43]([CH:77]1[CH2:82][CH2:81][O:80][CH2:79][CH2:78]1)[C:44]([C:46]1[C:51]([O:52][CH2:53][C:54]2[CH:59]=[CH:58][CH:57]=[CH:56][CH:55]=2)=[C:50]([OH:60])[N:49]=[C:48]([CH2:61][C:62]2([C:67]3[C:76]4[C:71](=[CH:72][CH:73]=[CH:74][CH:75]=4)[CH:70]=[CH:69][CH:68]=3)[CH2:66][CH2:65][CH2:64][CH2:63]2)[N:47]=1)=[O:45]>>[CH2:53]([O:52][C:51]1[C:50](=[O:60])[N:49]=[C:48]([CH2:61][C:62]2([C:67]3[C:76]4[C:71](=[CH:72][CH:73]=[CH:74][CH:75]=4)[CH:70]=[CH:69][CH:68]=3)[CH2:66][CH2:65][CH2:64][CH2:63]2)[N:47]2[CH2:41][CH2:42][N:43]([CH:77]3[CH2:78][CH2:79][O:80][CH2:81][CH2:82]3)[C:44](=[O:45])[C:46]=12)[C:54]1[CH:55]=[CH:56][CH:57]=[CH:58][CH:59]=1. Reported procedure: This compound was prepared following the same method as described for pure 9-benzyloxy-2-cyclopropyl-6-(1-naphthalen-1-yl-cyclopentylmethyl)-3,4-dihydro-2H-pyrazino[1,2-c]pyrimidine-1,8-dione (356) from 5-benzyloxy-6-hydroxy-2-(1-naphthalen-1-yl-cyclopentylmethyl)-pyrimidine-4-carboxylic acid (2-hydroxyethyl)-(tetrahydro-pyran-4-yl)-amide (367) (110 mg, 0.2 mmol). Purification was done on silica gel (normal, 100-200 mesh) using 1% to 5% methanol in dichloromethane as gradient eluent. The yield w... Solvent: O (water), O1CCCC1 (tetrahydrofuran). Product: OCC#CC(/C=C/C1=CC=C(C=C1)OC)=O ((E)-6-hydroxy-1-(4-methoxyphenyl)-1-hexen-4-yn-3-one). Reported procedure: A solution of 3 g (10.4 mmol) of (E)-6-(1-ethoxy-ethoxy)-1-(4-methoxyphenyl)-1-hexen-4-yn-3-one in 50 ml of tetrahydrofuran was treated at room temperature with 3 ml of 1N hydrochloric acid and stirred at room temperature for 30 minutes. The reaction mixture was diluted with water and extracted twice with ether. The combined organic phases were dried over magnesium sulphate and concentrated. The residue was purified by flash chromatography on 100 g of silica gel (elution agent methylene chloride... The reactants are C(C)OC(C)OCC#CC(/C=C/C1=CC=C(C=C1)OC)=O ((E)-6-(1-ethoxy-ethoxy)-1-(4-methoxyphenyl)-1-hexen-4-yn-3-one), Cl (hydrochloric acid). Run at time 30 minute. Reaction SMILES: C(OC([O:6][CH2:7][C:8]#[C:9][C:10](=[O:21])/[CH:11]=[CH:12]/[C:13]1[CH:18]=[CH:17][C:16]([O:19][CH3:20])=[CH:15][CH:14]=1)C)C.Cl>O1CCCC1.O>[OH:6][CH2:7][C:8]#[C:9][C:10](=[O:21])/[CH:11]=[CH:12]/[C:13]1[CH:14]=[CH:15][C:16]([O:19][CH3:20])=[CH:17][CH:18]=1. Starting materials: CO (methanol), FC1=CC=C(C=C1)NC(=O)C=1C=NC(=NC1)OCC(=O)O ([5-(4-fluorophenylcarbamoyl)pyrimidin-2-yloxy]acetic acid), C1(CC1)CO (cyclopropanemethanol). Solvent: ClCCl (dichloromethane). Product: C1(CC1)COC(COC1=NC=C(C=N1)C(NC1=CC=C(C=C1)F)=O)=O ([5-(4-Fluorophenylcarbamoyl)pyrimidin-2-yloxy]acetic acid cyclopropylmethyl ester). Yield: 83.0%. As a reaction SMILES: [F:1][C:2]1[CH:7]=[CH:6][C:5]([NH:8][C:9]([C:11]2[CH:12]=[N:13][C:14]([O:17][CH2:18][C:19]([OH:21])=[O:20])=[N:15][CH:16]=2)=[O:10])=[CH:4][CH:3]=1.[CH:22]1([CH2:25]O)[CH2:24][CH2:23]1.CO>ClCCl>[CH:22]1([CH2:25][O:20][C:19](=[O:21])[CH2:18][O:17][C:14]2[N:13]=[CH:12][C:11]([C:9](=[O:10])[NH:8][C:5]3[CH:4]=[CH:3][C:2]([F:1])=[CH:7][CH:6]=3)=[CH:16][N:15]=2)[CH2:24][CH2:23]1. Reported procedure: The titled compound was prepared from [5-(4-fluorophenylcarbamoyl)pyrimidin-2-yloxy]acetic acid using cyclopropanemethanol (28 μL, 0.34 mmol) as the coupling partner. Chromatography (1: 1 methanol:dichloromethane) through SiO2 yielded 49 mg (83%) of the titled compound as a white solid. ESI-MS m/z 346 (MH+), 344 (M−H−). Reactants: C(O)([O-])=O.[Na+] (sodium hydrogen carbonate), C(C)(=O)OCC (ethyl acetate), C(C)(C)(C)OC(=O)COC(=O)N1[C@@H](C[C@@H](C2=CC(=CC=C12)C(F)(F)F)N(C1=NC=C(C=N1)N1CCOCC1)CC1=CC(=CC(=C1)C(F)(F)F)C#N)CC ((2R,4S)-4-[(3-Cyano-5-trifluoromethyl-benzyl)-(5-morpholin-4-yl-pyrimidin-2-yl)-amino]-2-ethyl-6-trifluoromethyl-3,4-dihydro-2H-quinoline-1-carboxylic acid tert-butoxycarbonylmethyl ester). The solvent is Cl.O1CCOCC1 (HCl dioxane). Run at time 6.5 hour. Product: C(=O)(O)COC(=O)N1[C@@H](C[C@@H](C2=CC(=CC=C12)C(F)(F)F)N(C1=NC=C(C=N1)N1CCOCC1)CC1=CC(=CC(=C1)C(F)(F)F)C#N)CC ((2R,4S)-4-[(3-Cyano-5-trifluoromethyl-benzyl)-(5-morpholin-4-yl-pyrimidin-2-yl)-amino]-2-ethyl-6-trifluoromethyl-3,4-dihydro-2H-quinoline-1-carboxylic acid carboxymethyl ester). Reaction SMILES: C([O:5][C:6]([CH2:8][O:9][C:10]([N:12]1[C:21]2[C:16](=[CH:17][C:18]([C:22]([F:25])([F:24])[F:23])=[CH:19][CH:20]=2)[C@@H:15]([N:26]([CH2:39][C:40]2[CH:45]=[C:44]([C:46]([F:49])([F:48])[F:47])[CH:43]=[C:42]([C:50]#[N:51])[CH:41]=2)[C:27]2[N:32]=[CH:31][C:30]([N:33]3[CH2:38][CH2:37][O:36][CH2:35][CH2:34]3)=[CH:29][N:28]=2)[CH2:14][C@H:13]1[CH2:52][CH3:53])=[O:11])=[O:7])(C)(C)C.C(=O)([O-])O.[Na+].C(OCC)(=O)C>Cl.O1CCOCC1>[C:6]([CH2:8][O:9][C:10]([N:12]1[C:21]2[C:16](=[CH:17][C:18]([C:22]([F:25])([F:24])[F:23])=[CH:19][CH:20]=2)[C@@H:15]([N:26]([CH2:39][C:40]2[CH:45]=[C:44]([C:46]([F:47])([F:48])[F:49])[CH:43]=[C:42]([C:50]#[N:51])[CH:41]=2)[C:27]2[N:32]=[CH:31][C:30]([N:33]3[CH2:38][CH2:37][O:36][CH2:35][CH2:34]3)=[CH:29][N:28]=2)[CH2:14][C@H:13]1[CH2:52][CH3:53])=[O:11])([OH:7])=[O:5] |f:1.2,4.5|. Reported procedure: The compound obtained in Example 22 above (37 mg) was dissolved in 4N HCl/dioxane (2 ml) and stirred at room temperature for 6.5 hours. A saturated sodium hydrogen carbonate aqueous solution and ethyl acetate were added to the reaction mixture and the organic layer was separated, washed with a saturated brine, dried over magnesium sulfate and concentrated in vacuo. The resulting residue was purified by column chromatography (silica gel; chloroform:methanol=1:0→17:3) to give the titled compound (... Starting materials: CC(C)(C)[O-], CN(C)C=O, Cc1[nH]cc2c1-c1ccc(Cl)cc1C(c1ccccc1Cl)=NC2, NC(=O)CCl, [K+], O. The product is Cc1c2c(cn1CC(N)=O)CN=C(c1ccccc1Cl)c1cc(Cl)ccc1-2. Reaction SMILES: [CH3:24][C:25]([CH3:26])([O-:27])[CH3:28].[CH3:35][N:36]([CH3:37])[CH:38]=[O:39].[Cl:1][c:2]1[cH:3][c:4]2[c:5]([cH:22][cH:23]1)-[c:6]1[c:7]([cH:18][nH:19][c:20]1[CH3:21])[CH2:8][N:9]=[C:10]2[c:11]1[c:12]([Cl:17])[cH:13][cH:14][cH:15][cH:16]1.[Cl:30][CH2:31][C:32](=[O:33])[NH2:34].[K+:29].[OH2:40]>>[Cl:1][c:2]1[cH:3][c:4]2[c:5]([cH:22][cH:23]1)-[c:6]1[c:7]([cH:18][n:19]([CH2:31][C:32](=[O:33])[NH2:34])[c:20]1[CH3:21])[CH2:8][N:9]=[C:10]2[c:11]1[c:12]([Cl:17])[cH:13][cH:14][cH:15][cH:16]1. The reactants are Nc1c(Cl)cc(CC(OC(=O)N2CCC(N3CCc4ccccc4NC3=O)CC2)C(=O)N2CCC(C3CCN(C(=O)CCC(=O)O)CC3)CC2)cc1C(F)(F)F, OCCN1CCOCC1. Yields the product Nc1c(Cl)cc(CC(OC(=O)N2CCC(N3CCc4ccccc4NC3=O)CC2)C(=O)N2CCC(C3CCN(C(=O)CCC(=O)OCCN4CCOCC4)CC3)CC2)cc1C(F)(F)F. Reaction SMILES: [O:1]=[C:2]1[NH:3][c:4]2[c:5]([cH:53][cH:54][cH:55][cH:56]2)[CH2:6][CH2:7][N:8]1[CH:9]1[CH2:10][CH2:11][N:12]([C:15](=[O:16])[O:17][CH:18]([C:19](=[O:20])[N:21]2[CH2:22][CH2:23][CH:24]([CH:27]3[CH2:28][CH2:29][N:30]([C:33]([CH2:34][CH2:35][C:36](=[O:37])[OH:38])=[O:39])[CH2:31][CH2:32]3)[CH2:25][CH2:26]2)[CH2:40][c:41]2[cH:42][c:43]([Cl:52])[c:44]([NH2:51])[c:45]([C:47]([F:48])([F:49])[F:50])[cH:46]2)[CH2:13][CH2:14]1.[O:57]1[CH2:58][CH2:59][N:60]([CH2:63][CH2:64][OH:65])[CH2:61][CH2:62]1>>[O:1]=[C:2]1[NH:3][c:4]2[c:5]([cH:53][cH:54][cH:55][cH:56]2)[CH2:6][CH2:7][N:8]1[CH:9]1[CH2:10][CH2:11][N:12]([C:15](=[O:16])[O:17][CH:18]([C:19](=[O:20])[N:21]2[CH2:22][CH2:23][CH:24]([CH:27]3[CH2:28][CH2:29][N:30]([C:33]([CH2:34][CH2:35][C:36](=[O:37])[O:38][CH2:64][CH2:63][N:60]4[CH2:59][CH2:58][O:57][CH2:62][CH2:61]4)=[O:39])[CH2:31][CH2:32]3)[CH2:25][CH2:26]2)[CH2:40][c:41]2[cH:42][c:43]([Cl:52])[c:44]([NH2:51])[c:45]([C:47]([F:48])([F:49])[F:50])[cH:46]2)[CH2:13][CH2:14]1. The reactants are C(C1=CC=CC=C1)N1C(=NC(=C1)C)C1C(NC=2C=3C1=NNC(C3C=CC2)=O)C2=CC=CC=C2 (9-(1-benzyl-4-methyl-1H-imidazol-2-yl)-8-phenyl-8,9-dihydro-2H-pyrido[4,3,2-de]phthalazin-3(7H)-one). Reagents/catalysts: [OH-].[OH-].[Pd+2] (palladium hydroxide on carbon). The solvent is CO (methanol). The product is CC=1N=C(NC1)C1C(NC=2C=3C1=NNC(C3C=CC2)=O)C2=CC=CC=C2 (9-(4-methyl-1H-imidazol-2-yl)-8-phenyl-8,9-dihydro-2H-pyrido[4,3,2-de]phthalazin-3(7H)-one). Isolated yield 87.4%. Reaction SMILES: C([N:8]1[CH:12]=[C:11]([CH3:13])[N:10]=[C:9]1[CH:14]1[C:19]2=[N:20][NH:21][C:22](=[O:27])[C:23]3[CH:24]=[CH:25][CH:26]=[C:17]([C:18]=32)[NH:16][CH:15]1[C:28]1[CH:33]=[CH:32][CH:31]=[CH:30][CH:29]=1)C1C=CC=CC=1>[OH-].[OH-].[Pd+2].CO>[CH3:13][C:11]1[N:10]=[C:9]([CH:14]2[C:19]3=[N:20][NH:21][C:22](=[O:27])[C:23]4[CH:24]=[CH:25][CH:26]=[C:17]([C:18]=43)[NH:16][CH:15]2[C:28]2[CH:33]=[CH:32][CH:31]=[CH:30][CH:29]=2)[NH:8][CH:12]=1 |f:1.2.3|. Reported procedure: A mixture of 9-(1-benzyl-4-methyl-1H-imidazol-2-yl)-8-phenyl-8,9-dihydro-2H-pyrido[4,3,2-de]phthalazin-3(7H)-one (40 mg, 0.09 mmol) and palladium hydroxide on carbon catalyst (40 mg, 20% wt) in anhydrous methanol (15 mL) was purged with hydrogen (1 bar) at room temperature for 12 hr. The mixture was filtered and the filtrate was concentrated to give crude product, which was purified by pre-HPLC to give 9-(4-methyl-1H-imidazol-2-yl)-8-phenyl-8,9-dihydro-2H-pyrido[4,3,2-de]phthalazin-3(7H)-one (27...